The task is: describe an organic reaction: reactants, conditions, products, and yield. This data is from the Open Reaction Database (ORD), a public repository of structured organic reaction records. Reactants: C, CCO, CN(Cc1ccc([N+](=O)[O-])cc1)C(CO)CO, [Pd]. Product: CN(Cc1ccc(N)cc1)C(CO)CO. As a reaction SMILES: [C:21].[CH3:18][CH2:19][OH:20].[CH3:1][N:2]([CH2:3][c:4]1[cH:5][cH:6][c:7]([N+:10]([O-:11])=[O:12])[cH:8][cH:9]1)[CH:13]([CH2:14][OH:15])[CH2:16][OH:17].[Pd:22]>>[CH3:1][N:2]([CH2:3][c:4]1[cH:5][cH:6][c:7]([NH2:10])[cH:8][cH:9]1)[CH:13]([CH2:14][OH:15])[CH2:16][OH:17]. The reactants are FC1=C(C(=CC(=C1)F)OC)[N+](=O)[O-] (1,5-difluoro-3-methoxy-2-nitrobenzene), BrC=1NC=C(N1)C (2-bromo-4-methylimidazole), C([O-])([O-])=O.[K+].[K+] (potassium carbonate). Run in CN(C)C=O (DMF), C(C)(=O)OCC (ethyl acetate), ClCCl (dichloromethane). Reaction conditions: time 8 hour. Product: BrC=1N(C=C(N1)C)C1=C(C(=CC(=C1)F)OC)[N+](=O)[O-] (2-bromo-1-(5-fluoro-3-methoxy-2-nitrophenyl)-4-methyl-1H-imidazole). Yield: 30.5%. Reaction SMILES: F[C:2]1[CH:7]=[C:6]([F:8])[CH:5]=[C:4]([O:9][CH3:10])[C:3]=1[N+:11]([O-:13])=[O:12].[Br:14][C:15]1[NH:16][CH:17]=[C:18]([CH3:20])[N:19]=1.C(=O)([O-])[O-].[K+].[K+]>CN(C=O)C.C(OCC)(=O)C.ClCCl>[Br:14][C:15]1[N:16]([C:2]2[CH:7]=[C:6]([F:8])[CH:5]=[C:4]([O:9][CH3:10])[C:3]=2[N+:11]([O-:13])=[O:12])[CH:17]=[C:18]([CH3:20])[N:19]=1 |f:2.3.4|. Procedure details: A mixture of 1,5-difluoro-3-methoxy-2-nitrobenzene (9 g, 47.6 mmol), 2-bromo-4-methylimidazole (7.7 g, 47.6 mmol) and potassium carbonate (14.5 g, 104.7 mmol) in 240 mL DMF was stirred at room temperature overnight. The majority of solvent was removed by rotavap and the residue was diluted with ethyl acetate and washed with water. The aqueous phase was extracted with ethyl acetate and the combined organic phase was washed with water, brined, dried over magnesium sulfate. Condensation and purific... Starting materials: CNC1=C(SC(=C1)C1=CC=NC=C1)C(=O)N (3-(methylamino)-5-(pyridin-4-yl)thiophene-2-carboxamide), O.C1(=CC=C(C=C1)S(=O)(=O)O)C (p-toluenesulfonic acid monohydrate), C1(CCCC1)=O (cyclopentan-1-one). Run in C1(=CC=CC=C1)C (toluene). Product: CN1C2(NC(C3=C1C=C(S3)C3=CC=NC=C3)=O)CCCC2 (1′-methyl-6′-(pyridin-4-yl)-1′H-spiro [cyclopentane-1,2′-thieno[3,2-d]pyrimidin]-4′(3′H)-one). The yield is 105.9%. Reaction SMILES: [CH3:1][NH:2][C:3]1[CH:7]=[C:6]([C:8]2[CH:13]=[CH:12][N:11]=[CH:10][CH:9]=2)[S:5][C:4]=1[C:14]([NH2:16])=[O:15].O.[C:18]1([CH3:28])[CH:23]=[CH:22][C:21](S(O)(=O)=O)=CC=1.C1(=O)CCCC1>C1(C)C=CC=CC=1>[CH3:1][N:2]1[C:3]2[CH:7]=[C:6]([C:8]3[CH:9]=[CH:10][N:11]=[CH:12][CH:13]=3)[S:5][C:4]=2[C:14](=[O:15])[NH:16][C:21]21[CH2:22][CH2:23][CH2:18][CH2:28]2 |f:1.2|. Procedure: A mixture of 3-(methylamino)-5-(pyridin-4-yl)thiophene-2-carboxamide (300 mg, 1.29 mmol), p-toluenesulfonic acid monohydrate (120 mg) and cyclopentan-1-one (10 mL) in toluene (30 mL) was heated to reflux overnight. After removal of the solvent, the residue was purified by column chromatography on silica gel (MeOH: DCM=1:9) to afford the title compound (200 mg, yield 52%) as an orange solid: The reactants are OC1=CC=C(C=C1)C=1SC=CN1 (2-(4-hydroxyphenyl)thiazole), ClCC(CCC=1C=NC=CC1)O ((±)-α-(chloromethyl)-3-pyridinepropanol), C(C)O (ethanol), [OH-].[Na+] (sodium hydroxide). The solvent is O (water). Yields the product N1=CC(=CC=C1)CCC(COC1=CC=C(C=C1)C=1SC=CN1)O ((±)-4-(3-Pyridyl)-1-(4-(thiazol-2-yl)phenoxy)-2-butanol). RXN SMILES: [OH:1][C:2]1[CH:7]=[CH:6][C:5]([C:8]2[S:9][CH:10]=[CH:11][N:12]=2)=[CH:4][CH:3]=1.C(O)C.[OH-].[Na+].Cl[CH2:19][CH:20]([OH:29])[CH2:21][CH2:22][C:23]1[CH:24]=[N:25][CH:26]=[CH:27][CH:28]=1>O>[N:25]1[CH:26]=[CH:27][CH:28]=[C:23]([CH2:22][CH2:21][CH:20]([OH:29])[CH2:19][O:1][C:2]2[CH:3]=[CH:4][C:5]([C:8]3[S:9][CH:10]=[CH:11][N:12]=3)=[CH:6][CH:7]=2)[CH:24]=1 |f:2.3|. Procedure details: Prepared according to the method as described in Example 24b) from 2-(4-hydroxyphenyl)thiazole (1 g), ethanol (20 ml), sodium hydroxide (0.255 g), water (5 ml) and (±)-α-(chloromethyl)-3-pyridinepropanol (1 g, from Example 24a)) to give the title compound after purification as a white solid (0.42 g). Procedure details: A mixture of 3 g of 1-amidino-3-piperidinecarboxylic acid hydrochloride, 1.4 g of phenol, 3 g of dicyclohexylcarbodiimide and 40 ml of dry pyridine was stirred at room temperature for 2 days. After removal of any insoluble materials, the solvent was removed under reduced pressure to give a light yellow oil. The oil was washed twice with ethyl acetate to give white powder. The powder was washed with dry ether and dried under reduced pressure to obtain 3 g of phenyl 1-amidino-3-piperidinecarboxyla... Yields the product Cl.C(N)(=N)N1CC(CCC1)C(=O)OC1=CC=CC=C1 (phenyl 1-amidino-3-piperidinecarboxylate hydrochloride). Reaction SMILES: [ClH:1].[C:2]([N:5]1[CH2:10][CH2:9][CH2:8][CH:7]([C:11]([OH:13])=[O:12])[CH2:6]1)(=[NH:4])[NH2:3].[C:14]1(O)[CH:19]=[CH:18][CH:17]=[CH:16][CH:15]=1.C1(N=C=NC2CCCCC2)CCCCC1>N1C=CC=CC=1>[ClH:1].[C:2]([N:5]1[CH2:10][CH2:9][CH2:8][CH:7]([C:11]([O:13][C:14]2[CH:19]=[CH:18][CH:17]=[CH:16][CH:15]=2)=[O:12])[CH2:6]1)(=[NH:3])[NH2:4] |f:0.1,5.6|. The solvent is N1=CC=CC=C1 (pyridine). Starting materials: Cl.C(N)(=N)N1CC(CCC1)C(=O)O (1-amidino-3-piperidinecarboxylic acid hydrochloride), C1(=CC=CC=C1)O (phenol), C1(CCCCC1)N=C=NC1CCCCC1 (dicyclohexylcarbodiimide). Isolated yield 73.2%. Conditions: time 2 day. Starting materials: N1C(CC2=CC=CC=C12)=O (indolin-2-one), CN(C)CC1=CC=C(/C=C/C2=NN(C3=CC(=CC=C23)C=O)COCC[Si](C)(C)C)C=C1 ((E)-3-(4-((dimethylamino)methyl)styryl)-1-((2-(trimethylsilyl)-ethoxy)methyl)-1H-indazole-6-carbaldehyde). The product is CN(C)CC1=CC=C(C=CC2=NN(C3=CC(=CC=C23)\C=C/2\C(NC3=CC=CC=C23)=O)COCC[Si](C)(C)C)C=C1 ((E)-3-((3-(4-((dimethylamino)methyl)styryl)-1-((2-(trimethylsilyl)ethoxy)-methyl)-1H-indazol-6-yl)methylene)indolin-2-one). RXN SMILES: [NH:1]1[C:9]2[C:4](=[CH:5][CH:6]=[CH:7][CH:8]=2)[CH2:3][C:2]1=[O:10].[CH3:11][N:12]([CH2:14][C:15]1[CH:41]=[CH:40][C:18](/[CH:19]=[CH:20]/[C:21]2[C:29]3[C:24](=[CH:25][C:26]([CH:30]=O)=[CH:27][CH:28]=3)[N:23]([CH2:32][O:33][CH2:34][CH2:35][Si:36]([CH3:39])([CH3:38])[CH3:37])[N:22]=2)=[CH:17][CH:16]=1)[CH3:13]>>[CH3:11][N:12]([CH2:14][C:15]1[CH:16]=[CH:17][C:18]([CH:19]=[CH:20][C:21]2[C:29]3[C:24](=[CH:25][C:26](/[CH:30]=[C:3]4/[C:2](=[O:10])[NH:1][C:9]5[C:4]/4=[CH:5][CH:6]=[CH:7][CH:8]=5)=[CH:27][CH:28]=3)[N:23]([CH2:32][O:33][CH2:34][CH2:35][Si:36]([CH3:38])([CH3:39])[CH3:37])[N:22]=2)=[CH:40][CH:41]=1)[CH3:13]. Procedure details: Synthesized according to the method of Example A19, utilizing indolin-2-one (10.4 mg, 0.0.78 mmol) and (E)-3-(4-((dimethylamino)methyl)styryl)-1-((2-(trimethylsilyl)-ethoxy)methyl)-1H-indazole-6-carbaldehyde (33.4 mg, 0.077 mmol). The crude mixture was concentrated under reduced pressure and purified by prepTLC (SiO2 10% MeOH/DCM) to provide the title compound to as a 1.5-2.0:1.0 (E:Z) mixture of isomers: a yellow solid (29.1 mg, 67%): 1H NMR (400 MHz, CD3OD) δ ppm 9.09-9.14 (s, 0.31H), 8.22 (d,... Reactants: BrC=1C=C(C=CC1F)N1C(=NOC1=O)C=1C(=NON1)NCCN(S(=O)(=O)N(C(OC(C)(C)C)=O)CC1=CC=C(C=C1)OC)CC1=CC=C(C=C1)OC (tert-butyl {[[2-({4-[4-(3-bromo-4-fluorophenyl)-5-oxo-4,5-dihydro-1,2,4-oxadiazol-3-yl]-1,2,5-oxadiazol-3-yl}amino)ethyl](4-methoxybenzyl)amino]sulfonyl}(4-methoxybenzyl)carbamate), FC(C(=O)O)(F)F (trifluoroacetic acid). Run at temperature 70 celsius, time 1 hour. The product is BrC=1C=C(C=CC1F)N1C(=NOC1=O)C=1C(=NON1)NCCNS(=O)(=O)N (N-[2-({4-[4-(3-Bromo-4-fluorophenyl)-5-oxo-4,5-dihydro-1,2,4-oxadiazol-3-yl]-1,2,5-oxadiazol-3-yl}amino)ethyl]sulfamide). Isolated yield 86.2%. As a reaction SMILES: [Br:1][C:2]1[CH:3]=[C:4]([N:9]2[C:13](=[O:14])[O:12][N:11]=[C:10]2[C:15]2[C:16]([NH:20][CH2:21][CH2:22][N:23](CC3C=CC(OC)=CC=3)[S:24]([N:27](CC3C=CC(OC)=CC=3)C(=O)OC(C)(C)C)(=[O:26])=[O:25])=[N:17][O:18][N:19]=2)[CH:5]=[CH:6][C:7]=1[F:8].FC(F)(F)C(O)=O>>[Br:1][C:2]1[CH:3]=[C:4]([N:9]2[C:13](=[O:14])[O:12][N:11]=[C:10]2[C:15]2[C:16]([NH:20][CH2:21][CH2:22][NH:23][S:24]([NH2:27])(=[O:25])=[O:26])=[N:17][O:18][N:19]=2)[CH:5]=[CH:6][C:7]=1[F:8]. Procedure: To a 25-mL flask was added tert-butyl {[[2-({4-[4-(3-bromo-4-fluorophenyl)-5-oxo-4,5-dihydro-1,2,4-oxadiazol-3-yl]-1,2,5-oxadiazol-3-yl}amino)ethyl](4-methoxybenzyl)amino]sulfonyl}(4-methoxybenzyl)carbamate (40.2 mg, 0.050 mmol) in trifluoroacetic acid (TFA, 0.50 mL, 6.5 mmol) at ambient temperature. This reaction mixture was heated to 70° C. under N2 and stirred for 1 h. HPLC indicated reaction completed. The reaction mixture was cooled to room temperature and the TFA was evaporated. The residu... Reactants: O=C1OC(Cn2c3ccc(Br)cc3c3cc(Br)ccc32)CN1c1ccccn1, C1CCOC1, [Li+], [OH-], O, O. Yields the product OC(CNc1ccccn1)Cn1c2ccc(Br)cc2c2cc(Br)ccc21. Reaction SMILES: [Br:4][c:5]1[cH:6][cH:7][c:8]2[n:9]([CH2:19][CH:20]3[CH2:21][N:22]([c:26]4[n:27][cH:28][cH:29][cH:30][cH:31]4)[C:23](=[O:25])[O:24]3)[c:10]3[cH:11][cH:12][c:13]([Br:18])[cH:14][c:15]3[c:16]2[cH:17]1.[CH2:32]1[O:33][CH2:34][CH2:35][CH2:36]1.[Li+:2].[OH-:1].[OH2:37].[OH2:3]>>[Br:4][c:5]1[cH:6][cH:7][c:8]2[n:9]([CH2:19][CH:20]([CH2:21][NH:22][c:26]3[n:27][cH:28][cH:29][cH:30][cH:31]3)[OH:24])[c:10]3[cH:11][cH:12][c:13]([Br:18])[cH:14][c:15]3[c:16]2[cH:17]1.